This data is from the Open Reaction Database (ORD), a public repository of structured organic reaction records. The task is: describe an organic reaction: reactants, conditions, products, and yield Starting materials: Brc1cccnc1, CC1(C)OB(C2=CCC3(CC2)OCCO3)OC1(C)C, O=C(CNc1ncnc2ccc(C(F)(F)F)cc12)NC1CNC1, O=C1CCC(c2cccnc2)CC1. The product is O=C(CNc1ncnc2ccc(C(F)(F)F)cc12)NC1CN(C2CCC(c3cccnc3)CC2)C1. RXN SMILES: [Br:14][c:15]1[cH:16][n:17][cH:18][cH:19][cH:20]1.[CH3:21][C:22]1([CH3:23])[C:24]([CH3:25])([CH3:26])[O:27][B:28]([C:29]2=[CH:38][CH2:37][C:32]3([CH2:31][CH2:30]2)[O:33][CH2:34][CH2:35][O:36]3)[O:39]1.[NH:40]1[CH2:41][CH:42]([NH:44][C:45]([CH2:46][NH:47][c:48]2[n:49][cH:50][n:51][c:52]3[cH:53][cH:54][c:55]([C:58]([F:59])([F:60])[F:61])[cH:56][c:57]23)=[O:62])[CH2:43]1.[n:1]1[cH:2][c:3]([CH:7]2[CH2:8][CH2:9][C:10](=[O:13])[CH2:11][CH2:12]2)[cH:4][cH:5][cH:6]1>>[n:1]1[cH:2][c:3]([CH:7]2[CH2:8][CH2:9][CH:10]([N:40]3[CH2:41][CH:42]([NH:44][C:45]([CH2:46][NH:47][c:48]4[n:49][cH:50][n:51][c:52]5[cH:53][cH:54][c:55]([C:58]([F:59])([F:60])[F:61])[cH:56][c:57]45)=[O:62])[CH2:43]3)[CH2:11][CH2:12]2)[cH:4][cH:5][cH:6]1. Starting materials: O (water), CC1(CC(CC(C1)C)O)C (3,3,5-trimethylcyclohexanol), 1-l, N1=CC=CC=C1 (pyridine), C(\C=C\C)(=O)Cl (crotonic acid chloride). Solvent: C(C)(C)(C)OC (methyl tert-butyl ether). Reaction conditions: time 1 hour. Yields the product C(\C=C\C)(=O)OC1CC(CC(C1)C)(C)C (3,3,5-trimethylcyclohexyl crotonate). The yield is 60.0%. As a reaction SMILES: [CH3:1][C:2]1([CH3:10])[CH2:7][CH:6]([CH3:8])[CH2:5][CH:4]([OH:9])[CH2:3]1.N1C=CC=CC=1.[C:17](Cl)(=[O:21])/[CH:18]=[CH:19]/[CH3:20].O>C(OC)(C)(C)C>[C:17]([O:9][CH:4]1[CH2:5][CH:6]([CH3:8])[CH2:7][C:2]([CH3:10])([CH3:1])[CH2:3]1)(=[O:21])/[CH:18]=[CH:19]/[CH3:20]. Procedure details: 71 g of 3,3,5-trimethylcyclohexanol having a cis content of 90% are placed in a 1-l reaction flask together with 60 g of pyridine in 300 ml of methyl tert-butyl ether and 63 g of crotonic acid chloride are added at 0 to 5° C. over 30 minutes. The reaction mixture is left to continue reacting for a further one hour at this temperature; it is then allowed to heat up to room temperature. After one hour it is heated for a further 30 min to 50° C. After cooling, it is fractionated with water, the org...